From a dataset of the Open Reaction Database (ORD), a public repository of structured organic reaction records. describe an organic reaction: reactants, conditions, products, and yield Starting materials: BrCC1=C(N=C(O1)C)C1=CC=C(C=C1)Cl (5-bromomethyl-4-(4-chlorophenyl)-2-methyloxazole), Suspension, [H-].[Na+] (sodium hydride), ClC(C(=O)OCC)C(=O)C (ethyl 2-chloroacetoacetate). The solvent is CN(C=O)C (N,N-dimethylformamide), CN(C=O)C (N,N-dimethylformamide), ice water. Yields the product ClC(C(=O)O)CC1=C(N=C(O1)C)C1=CC=C(C=C1)Cl (2-chloro-3-[4-(4-chlorophenyl)-2-methyl- 5-oxazolyl]propionic acid). As a reaction SMILES: [H-].[Na+].[Cl:3][CH:4](C(C)=O)[C:5]([O:7]CC)=[O:6].Br[CH2:14][C:15]1[O:19][C:18]([CH3:20])=[N:17][C:16]=1[C:21]1[CH:26]=[CH:25][C:24]([Cl:27])=[CH:23][CH:22]=1>CN(C)C=O>[Cl:3][CH:4]([CH2:14][C:15]1[O:19][C:18]([CH3:20])=[N:17][C:16]=1[C:21]1[CH:26]=[CH:25][C:24]([Cl:27])=[CH:23][CH:22]=1)[C:5]([OH:7])=[O:6] |f:0.1|. Reported procedure: 60% Suspension of sodium hydride (1.08 g) in oil was added portionwise to a solution of ethyl 2-chloroacetoacetate (4.4 g) in N,N-dimethylformamide (70 ml) under stirring and ice-cooling. After stirring for 10 minutes, a solution of 5-bromomethyl-4-(4-chlorophenyl)-2-methyloxazole (7.0 g) in N,N-dimethylformamide (10 ml) was added dropwise under ice-cooling to the mixture. The mixture was stirred under ice-cooling for 30 minutes, and then diluted with ice-water and extracted with ethyl acetate. ... Starting materials: C=CC(=O)OCC(C)O, CSc1cccc(N=C=O)c1, Cc1cc(C(C)(C)C)c(O)c(C(C)(C)C)c1, CCOC(C)=O, [N-]=C=O. Product: C=CC(=O)OCC(C)OC(=O)Nc1cccc(SC)c1. RXN SMILES: [C:28]([CH:29]=[CH2:30])(=[O:31])[O:32][CH2:33][CH:34]([CH3:35])[OH:36].[CH3:17][S:18][c:19]1[cH:20][c:21]([N:25]=[C:26]=[O:27])[cH:22][cH:23][cH:24]1.[CH3:1][c:2]1[cH:3][c:4]([C:5]([CH3:6])([CH3:7])[CH3:8])[c:9]([OH:10])[c:11]([C:12]([CH3:13])([CH3:14])[CH3:15])[cH:16]1.[CH3:40][CH2:41][O:42][C:43](=[O:44])[CH3:45].[N-:37]=[C:38]=[O:39]>>[CH3:17][S:18][c:19]1[cH:20][c:21]([NH:25][C:26](=[O:27])[O:36][CH:34]([CH2:33][O:32][C:28]([CH:29]=[CH2:30])=[O:31])[CH3:35])[cH:22][cH:23][cH:24]1. Starting materials: SCCC#N (β-mercaptopropionitrile), [Na] (sodium), CO (methanol), ClCC(=O)C1=CC=CC=C1 (chloracetophenone), ice water. Solvent: C(C)(=O)O (acetic acid). Reaction conditions: temperature 22 celsius, time 10 minute. Yields the product NC1(CSCC1)C(C1=CC=CC=C1)=O (3-amino-3-benzoyl-dihydrothiophene). Yield: 85.0%. As a reaction SMILES: [SH:1][CH2:2][CH2:3][C:4]#[N:5].[Na].[CH3:7]O.ClC[C:11]([C:13]1[CH:18]=[CH:17][CH:16]=[CH:15][CH:14]=1)=[O:12]>C(O)(=O)C>[NH2:5][C:4]1([C:11](=[O:12])[C:13]2[CH:18]=[CH:17][CH:16]=[CH:15][CH:14]=2)[CH2:3][CH2:2][S:1][CH2:7]1 |^1:5|. Procedure: 8.7 Parts of β-mercaptopropionitrile are added to a solution of 2.6 parts of sodium in 175 parts by volume of methanol at 22° C., whilst stirring. After 10 minutes, 15.5 parts of chloracetophenone at 35° C. is added in the course of 30 minutes and the temperature is maintained at 22°C. The mixture is stirred for a further 30 minutes at 22° C. and is then heated for 2 hours at 65° C. under reflux. When it has cooled, the reaction mixture is neutralized with acetic acid and is poured into 250 part... Reactants: C1(CC1)C=1OC(=NN1)C=1C=C2C(=CN(C2=CC1)S(=O)(=O)C1=CC=C(C)C=C1)C1=NC(=CN=C1)C1CC1 (2-cyclopropyl-5-(3-(6-cyclopropylpyrazin-2-yl)-1-tosyl-1H-indol-5-yl)-1,3,4-oxadiazole), [OH-].[Na+] (NaOH). Run in O1CCOCC1 (dioxane). Yields the product C1(CC1)C=1OC(=NN1)C=1C=C2C(=CNC2=CC1)C1=NC(=CN=C1)C1CC1 (2-cyclopropyl-5-(3-(6-cyclopropylpyrazin-2-yl)-1H-indol-5-yl)-1,3,4-oxadiazole). Yield: 49.8%. RXN SMILES: [CH:1]1([C:4]2[O:5][C:6]([C:9]3[CH:10]=[C:11]4[C:15](=[CH:16][CH:17]=3)[N:14](S(C3C=CC(C)=CC=3)(=O)=O)[CH:13]=[C:12]4[C:28]3[CH:33]=[N:32][CH:31]=[C:30]([CH:34]4[CH2:36][CH2:35]4)[N:29]=3)=[N:7][N:8]=2)[CH2:3][CH2:2]1.[OH-].[Na+]>O1CCOCC1>[CH:1]1([C:4]2[O:5][C:6]([C:9]3[CH:10]=[C:11]4[C:15](=[CH:16][CH:17]=3)[NH:14][CH:13]=[C:12]4[C:28]3[CH:33]=[N:32][CH:31]=[C:30]([CH:34]4[CH2:36][CH2:35]4)[N:29]=3)=[N:7][N:8]=2)[CH2:3][CH2:2]1 |f:1.2|. Procedure details: A yellow solution of 2-cyclopropyl-5-(3-(6-cyclopropylpyrazin-2-yl)-1-tosyl-1H-indol-5-yl)-1,3,4-oxadiazole (206.8 mg, 0.416 mmol) and NaOH (3.0 M, aq; 2.0 mL, 6.00 mmol) in dioxane (5.0 mL) was heated at 100° C. for 40 min. The reaction was cooled to RT and partitioned between DCM (50 mL) and H2O (30 mL). The organic layer was separated, and the aqueous layer was extracted with DCM (30 mL). The combined organic extracts were dried over sodium sulfate, filtered, and concentrated in vacuo. Chroma... Reactants: COc1c(Br)cc(Br)cc1CBr, CCO, N#C[Na], O. The product is COc1c(Br)cc(Br)cc1CC#N. RXN SMILES: [Br:1][c:2]1[c:3]([O:11][CH3:12])[c:4]([CH2:9][Br:10])[cH:5][c:6]([Br:8])[cH:7]1.[CH3:16][CH2:17][OH:18].[Na:13][C:14]#[N:15].[OH2:19]>>[Br:1][c:2]1[c:3]([O:11][CH3:12])[c:4]([CH2:9][C:14]#[N:15])[cH:5][c:6]([Br:8])[cH:7]1.